Dataset: the Open Reaction Database (ORD), a public repository of structured organic reaction records. Task: describe an organic reaction: reactants, conditions, products, and yield Starting materials: O=C([O-])O, COc1ccc(P2(=S)SP(=S)(c3ccc(OC)cc3)S2)cc1, [Na+], NC(=O)C1CC(c2ccc(C(F)(F)F)cc2)CN(C(=O)N2CCOCC2)C1, C1COCCO1. The product is NC(=S)C1CC(c2ccc(C(F)(F)F)cc2)CN(C(=O)N2CCOCC2)C1. Reaction SMILES: [C:50](=[O:51])([OH:52])[O-:53].[CH3:1][O:2][c:3]1[cH:4][cH:5][c:6]([P:7]2(=[S:8])[S:9][P:11](=[S:12])([c:13]3[cH:14][cH:15][c:16]([O:17][CH3:18])[cH:19][cH:20]3)[S:10]2)[cH:21][cH:22]1.[Na+:54].[O:23]1[CH2:24][CH2:25][N:26]([C:29](=[O:30])[N:31]2[CH2:32][CH:33]([C:47](=[O:48])[NH2:49])[CH2:34][CH:35]([c:37]3[cH:38][cH:39][c:40]([C:43]([F:44])([F:45])[F:46])[cH:41][cH:42]3)[CH2:36]2)[CH2:27][CH2:28]1.[O:55]1[CH2:56][CH2:57][O:58][CH2:59][CH2:60]1>>[S:10]=[C:47]([CH:33]1[CH2:32][N:31]([C:29]([N:26]2[CH2:25][CH2:24][O:23][CH2:28][CH2:27]2)=[O:30])[CH2:36][CH:35]([c:37]2[cH:38][cH:39][c:40]([C:43]([F:44])([F:45])[F:46])[cH:41][cH:42]2)[CH2:34]1)[NH2:49]. Reactants: C(C)(=O)O[BH-](OC(C)=O)OC(C)=O.[Na+] (sodium triacetoxyborohydride), N1CC(CC1)C(=O)O (3-pyrrolidinecarboxylic acid), CC(=O)O (AcOH), C(C)C1=C(C=CC=C1C=O)C1=NN=C(S1)C=1C=CC(=C(C#N)C1)CC(C)C (5-[5-(2-ethyl-3-formylphenyl)-1,3,4-thiadiazol-2-yl]-2-(2-methylpropyl)benzonitrile). Run in C(C)O (Ethanol). Run at time 10 minute. The product is C(#N)C=1C=C(C=CC1CC(C)C)C1=NN=C(S1)C=1C(=C(C=CC1)CN1CC(CC1)C(=O)O)CC (1-[(3-{5-[3-cyano-4-(2-methylpropyl)phenyl]-1,3,4-thiadiazol-2-yl}-2-ethylphenyl)methyl]-3-pyrrolidinecarboxylic acid). Yield: 43.6%. Reaction SMILES: [CH2:1]([C:3]1[C:8]([CH:9]=O)=[CH:7][CH:6]=[CH:5][C:4]=1[C:11]1[S:15][C:14]([C:16]2[CH:17]=[CH:18][C:19]([CH2:24][CH:25]([CH3:27])[CH3:26])=[C:20]([CH:23]=2)[C:21]#[N:22])=[N:13][N:12]=1)[CH3:2].[NH:28]1[CH2:32][CH2:31][CH:30]([C:33]([OH:35])=[O:34])[CH2:29]1.CC(O)=O.C(O[BH-](OC(=O)C)OC(=O)C)(=O)C.[Na+]>C(O)C>[C:21]([C:20]1[CH:23]=[C:16]([C:14]2[S:15][C:11]([C:4]3[C:3]([CH2:1][CH3:2])=[C:8]([CH2:9][N:28]4[CH2:32][CH2:31][CH:30]([C:33]([OH:35])=[O:34])[CH2:29]4)[CH:7]=[CH:6][CH:5]=3)=[N:12][N:13]=2)[CH:17]=[CH:18][C:19]=1[CH2:24][CH:25]([CH3:27])[CH3:26])#[N:22] |f:3.4|. Reported procedure: To a solution of 5-[5-(2-ethyl-3-formylphenyl)-1,3,4-thiadiazol-2-yl]-2-(2-methylpropyl)benzonitrile (D27) (100 mg, 0.266 mmol) in Ethanol (10 mL) stirred at room temperature was added 3-pyrrolidinecarboxylic acid (123 mg, 1.065 mmol) and AcOH (0.15 mL, 2.62 mmol). The reaction mixture was stirred at room temperature for 10 min, and sodium triacetoxyborohydride (110 mg, 0.522 mmol) was added. The reaction mixture was continuously stirred overnight. The reaction was quenched with water, and EtOH ... Starting materials: CC(C)(C)OC(=O)N1CCC(c2n[nH]c3c(C#N)cc(-c4ccccc4)cc23)CC1, CCCCO, [K+], [OH-]. Product: CC(C)(C)OC(=O)N1CCC(c2n[nH]c3c(C(N)=O)cc(-c4ccccc4)cc23)CC1. RXN SMILES: [C:1](#[N:2])[c:3]1[cH:4][c:5](-[c:25]2[cH:26][cH:27][cH:28][cH:29][cH:30]2)[cH:6][c:7]2[c:8]([CH:12]3[CH2:13][CH2:14][N:15]([C:18](=[O:19])[O:20][C:21]([CH3:22])([CH3:23])[CH3:24])[CH2:16][CH2:17]3)[n:9][nH:10][c:11]12.[CH2:33]([OH:34])[CH2:35][CH2:36][CH3:37].[K+:32].[OH-:31]>>[C:1]([NH2:2])([c:3]1[cH:4][c:5](-[c:25]2[cH:26][cH:27][cH:28][cH:29][cH:30]2)[cH:6][c:7]2[c:8]([CH:12]3[CH2:13][CH2:14][N:15]([C:18](=[O:19])[O:20][C:21]([CH3:22])([CH3:23])[CH3:24])[CH2:16][CH2:17]3)[n:9][nH:10][c:11]12)=[O:31]. The reactants are S(=O)=O (sulfur dioxide), ClC1=C(C=C(C=C1)N)C(C)C (4-chloro-3-isopropyl-phenylamine), N(=O)[O-].[Na+] (sodium nitrite), Cl (hydrochloric acid). The reagents and catalysts are [Cu]Cl (copper(I) chloride). The solvent is hexanes, C(C)(=O)O (acetic acid), C(C)(=O)O (acetic acid), O (water). Product: ClC1=C(C=C(C=C1)S(=O)(=O)Cl)C(C)C (4-Chloro-3-iso-propyl-benzenesulfonyl chloride). As a reaction SMILES: [S:1](=[O:3])=[O:2].[Cl:4][C:5]1[CH:10]=[CH:9][C:8](N)=[CH:7][C:6]=1[CH:12]([CH3:14])[CH3:13].N([O-])=O.[Na+].[ClH:19]>C(O)(=O)C.O.[Cu]Cl>[Cl:4][C:5]1[CH:10]=[CH:9][C:8]([S:1]([Cl:19])(=[O:3])=[O:2])=[CH:7][C:6]=1[CH:12]([CH3:14])[CH3:13] |f:2.3|. Reported procedure: Amounts used: 25 mL of acetic acid was saturated with sulfur dioxide, 671 mg of copper(I) chloride, 4.60 g (27.1 mmol) of 4-chloro-3-isopropyl-phenylamine dissolved in a mixture of 4 mL of acetic acid and 9 mL of concentrated hydrochloric acid, 2.3 g of sodium nitrite in 10 mL of water. Flash chromatography on silica using 3-20% ethyl acetate in hexanes afforded 2.18 g of the product as a white solid. LC-MSD spectrum not observed. Reactants: C(C)(=O)Cl (acetyl chloride), COC(=O)C1=CC=CC=2NC(=NC21)COC(C)=O (2-acetoxymethyl-1H-benzoimidazole-4-carboxylic acid methyl ester), C([O-])([O-])=O.[Cs+].[Cs+] (cesium carbonate), C(CC(C)C)I (isoamyl iodide). Solvent: CN(C)C=O (DMF). Conditions: temperature 0 celsius, time 8 hour. Yields the product COC(=O)C1=CC=CC=2N(C(=NC21)CO)CCC(C)C (2-hydroxymethyl-1-(3-methyl-butyl)-1H-benzoimidazole-4-carboxylic acid methyl ester). Reaction SMILES: [CH3:1][O:2][C:3]([C:5]1[C:13]2[N:12]=[C:11]([CH2:14][O:15]C(=O)C)[NH:10][C:9]=2[CH:8]=[CH:7][CH:6]=1)=[O:4].C(=O)([O-])[O-].[Cs+].[Cs+].[CH2:25](I)[CH2:26][CH:27]([CH3:29])[CH3:28].C(Cl)(=O)C>CN(C=O)C>[CH3:1][O:2][C:3]([C:5]1[C:13]2[N:12]=[C:11]([CH2:14][OH:15])[N:10]([CH2:25][CH2:26][CH:27]([CH3:29])[CH3:28])[C:9]=2[CH:8]=[CH:7][CH:6]=1)=[O:4] |f:1.2.3|. Procedure: To a mixture of 2-acetoxymethyl-1H-benzoimidazole-4-carboxylic acid methyl ester (2.09 g, 8.42 mmol) and cesium carbonate (4.1 g, 12.6 mmol) in DMF (15 mL) at ambient temperature was added isoamyl iodide (1.34 mL, 10.1 mmol). The mixture was stirred overnight and DMF was removed in vacuo. The residue was suspended in water and extracted with ethyl acetate (twice), the combined organic phases were washed with brine, dried (MgSO4) and concentrated. The residue (2-acetoxymethyl-1-(3-methyl-butyl)-1... Starting materials: CN1CCc2[nH]c3ccccc3c2C1, Cc1ccc(CCl)cn1, [H-], [Na+], CN(C)C=O. Product: Cc1ccc(Cn2c3c(c4ccccc42)CN(C)CC3)cn1. As a reaction SMILES: [CH3:1][N:2]1[CH2:3][c:4]2[c:5]([nH:6][c:7]3[cH:8][cH:9][cH:10][cH:11][c:12]23)[CH2:13][CH2:14]1.[Cl:15][CH2:16][c:17]1[cH:18][cH:19][c:20]([CH3:23])[n:21][cH:22]1.[H-:25].[Na+:24].[O:26]=[CH:27][N:28]([CH3:29])[CH3:30]>>[CH3:1][N:2]1[CH2:3][c:4]2[c:5]([n:6]([CH2:16][c:17]3[cH:18][cH:19][c:20]([CH3:23])[n:21][cH:22]3)[c:7]3[cH:8][cH:9][cH:10][cH:11][c:12]23)[CH2:13][CH2:14]1. Reported procedure: Prepared analogously to Example 2 from 6-[4-(3,4-dichloro-phenylmercapto)-butoxy]-4-methyl-4H-3,1-benzoxazin-2-one and hydrogen peroxide. The product is ClC=1C=C(C=CC1Cl)S(=O)CCCCOC=1C=CC2=C(C(OC(N2)=O)C)C1 (6-[4-(3,4-Dichloro-phenylsulfinyl)-butoxy]-4-methyl-4H-3,1-benzoxazin-2-one). RXN SMILES: [Cl:1][C:2]1[CH:3]=[C:4]([S:9][CH2:10][CH2:11][CH2:12][CH2:13][O:14][C:15]2[CH:16]=[CH:17][C:18]3[NH:23][C:22](=[O:24])[O:21][CH:20]([CH3:25])[C:19]=3[CH:26]=2)[CH:5]=[CH:6][C:7]=1[Cl:8].[OH:27]O>>[Cl:1][C:2]1[CH:3]=[C:4]([S:9]([CH2:10][CH2:11][CH2:12][CH2:13][O:14][C:15]2[CH:16]=[CH:17][C:18]3[NH:23][C:22](=[O:24])[O:21][CH:20]([CH3:25])[C:19]=3[CH:26]=2)=[O:27])[CH:5]=[CH:6][C:7]=1[Cl:8]. The reactants are ClC=1C=C(C=CC1Cl)SCCCCOC=1C=CC2=C(C(OC(N2)=O)C)C1 (6-[4-(3,4-dichloro-phenylmercapto)-butoxy]-4-methyl-4H-3,1-benzoxazin-2-one), OO (hydrogen peroxide). Reactants: CO, COC(=O)c1cc2c(cc1[N+](=O)[O-])OCCO2, NN, O. Yields the product COC(=O)c1cc2c(cc1N)OCCO2. RXN SMILES: [CH3:21][OH:22].[N+:4]([O-:5])(=[O:6])[c:7]1[c:8]([C:17](=[O:18])[O:19][CH3:20])[cH:9][c:10]2[c:11]([cH:16]1)[O:12][CH2:13][CH2:14][O:15]2.[NH2:2][NH2:3].[OH2:1]>>[NH2:4][c:7]1[c:8]([C:17](=[O:18])[O:19][CH3:20])[cH:9][c:10]2[c:11]([cH:16]1)[O:12][CH2:13][CH2:14][O:15]2.